describe an organic reaction: reactants, conditions, products, and yield From a dataset of the Open Reaction Database (ORD), a public repository of structured organic reaction records. The reactants are CC=1C=C(C=CC1)S (3-methylthiophenol), [H-].[Na+] (sodium hydride), CC1=CC=C(C=C1)NC(C=CS(=O)(=O)C1=CC=CC=C1)=O (N-(4-methylphenyl)-3-(phenylsulfonyl)acrylamide), [OH-].[Na+] (sodium hydroxide). The solvent is CN(C)C=O (DMF), CN(C)C=O (DMF). Conditions: time 30 minute. Yields the product CC1=CC=C(C=C1)NC(C=CSC1=CC(=CC=C1)C)=O (N-(4-methylphenyl)-3-(3-methylphenylthio)acrylamide). Isolated yield 56.3%. RXN SMILES: [CH3:1][C:2]1[CH:3]=[C:4]([SH:8])[CH:5]=[CH:6][CH:7]=1.[H-].[Na+].[CH3:11][C:12]1[CH:17]=[CH:16][C:15]([NH:18][C:19](=[O:31])[CH:20]=[CH:21]S(C2C=CC=CC=2)(=O)=O)=[CH:14][CH:13]=1.[OH-].[Na+]>CN(C=O)C>[CH3:11][C:12]1[CH:13]=[CH:14][C:15]([NH:18][C:19](=[O:31])[CH:20]=[CH:21][S:8][C:4]2[CH:5]=[CH:6][CH:7]=[C:2]([CH3:1])[CH:3]=2)=[CH:16][CH:17]=1 |f:1.2,4.5|. Procedure details: To a solution of 3-methylthiophenol (0.85 g) in DMF (10 mL) was added 60% sodium hydride (81 mg) under a nitrogen atmosphere under ice-cooling. The mixture was stirred at room temperature for 30 minutes under a nitrogen atmosphere, and then was added dropwise to a solution of N-(4-methylphenyl)-3-(phenylsulfonyl)acrylamide (0.85 g) in DMF (10 mL) under ice-cooling. The mixture was stirred at room temperature for 2 hours, alkalinized by addition of a 1N aqueous sodium hydroxide solution, and then... Starting materials: C(C)(=O)NC(CC1=CC=C(C=O)C=C1)C (4-(2-acetamidopropyl)-benzaldehyde), C(CC(=O)O)(=O)O (malonic acid). Reaction SMILES: [C:1]([NH:4][CH:5]([CH3:15])[CH2:6][C:7]1[CH:14]=[CH:13][C:10]([CH:11]=O)=[CH:9][CH:8]=1)(=[O:3])[CH3:2].C(O)(=O)[CH2:17][C:18]([OH:20])=[O:19]>>[C:1]([NH:4][CH:5]([CH3:15])[CH2:6][C:7]1[CH:14]=[CH:13][C:10]([CH:11]=[CH:17][C:18]([OH:20])=[O:19])=[CH:9][CH:8]=1)(=[O:3])[CH3:2]. Procedure details: The ester hydrochloride used as starting material is prepared in the following manner: N-acetyl-4-acetylamphetamino (m.p. 99°-100° C.) is oxidized to 4-(2-acetamidopropyl)-benzoic acid (m.p. 207°-208° C.), this is reduced to give 4-(2-acetamidopropyl)-benzyl alcohol (oil) which is then oxidized to 4-(2-acetamidopropyl)-benzaldehyde (m.p. 84°-86° C.) and this is condensed with malonic acid to give 4-(2-acetamidopropyl)-cinnamic acid (m.p. 207°-208° C.) which is hydrogenated to give β-[4-(2-acetam... The product is C(C)(=O)NC(CC1=CC=C(C=CC(=O)O)C=C1)C (4-(2-acetamidopropyl)-cinnamic acid).